This data is from the Open Reaction Database (ORD), a public repository of structured organic reaction records. The task is: describe an organic reaction: reactants, conditions, products, and yield Starting materials: Brc1ccccn1, C1CCOC1, [Li]CCCC, [Cl-], [NH4+], CCOC(=O)Cn1cccc1. Product: O=C(Cn1cccc1)c1ccccn1. RXN SMILES: [Br:1][c:2]1[cH:3][cH:4][cH:5][cH:6][n:7]1.[CH2:26]1[O:27][CH2:28][CH2:29][CH2:30]1.[CH3:8][CH2:9][CH2:10][CH2:11][Li:12].[Cl-:24].[NH4+:25].[n:13]1([CH2:18][C:19](=[O:20])[O:21][CH2:22][CH3:23])[cH:14][cH:15][cH:16][cH:17]1>>[c:2]1([C:19]([CH2:18][n:13]2[cH:14][cH:15][cH:16][cH:17]2)=[O:20])[cH:3][cH:4][cH:5][cH:6][n:7]1. The reactants are C(C)OC=1C=C2C(=NC(=NC2=CC1O)N1CCOCC1)N1CCC(CC1)N1C(N(C2=CC=C(C=C2C1=O)C)C)=O (3-[1-(6-Ethoxy-7-hydroxy-2-morpholino-4-quinazolinyl)-4-piperidinyl]-1,2,3,4-tetrahydro-1,6-dimethyl-2,4-dioxoquinazoline), C(CC)I (propyl iodide). Product: C(C)OC=1C=C2C(=NC(=NC2=CC1OCCC)N1CCOCC1)N1CCC(CC1)N1C(N(C2=CC=C(C=C2C1=O)C)C)=O (3-[1-(6-Ethoxy-2-morpholino-7-propoxy-4-quinazolinyl)-4-piperidinyl]-1,2,3,4-tetrahydro-1,6-dimethyl-2,4-dioxoquinazoline). Isolated yield 46.0%. As a reaction SMILES: [CH2:1]([O:3][C:4]1[CH:5]=[C:6]2[C:11](=[CH:12][C:13]=1[OH:14])[N:10]=[C:9]([N:15]1[CH2:20][CH2:19][O:18][CH2:17][CH2:16]1)[N:8]=[C:7]2[N:21]1[CH2:26][CH2:25][CH:24]([N:27]2[C:36](=[O:37])[C:35]3[C:30](=[CH:31][CH:32]=[C:33]([CH3:38])[CH:34]=3)[N:29]([CH3:39])[C:28]2=[O:40])[CH2:23][CH2:22]1)[CH3:2].[CH2:41](I)[CH2:42][CH3:43]>>[CH2:1]([O:3][C:4]1[CH:5]=[C:6]2[C:11](=[CH:12][C:13]=1[O:14][CH2:41][CH2:42][CH3:43])[N:10]=[C:9]([N:15]1[CH2:20][CH2:19][O:18][CH2:17][CH2:16]1)[N:8]=[C:7]2[N:21]1[CH2:26][CH2:25][CH:24]([N:27]2[C:36](=[O:37])[C:35]3[C:30](=[CH:31][CH:32]=[C:33]([CH3:38])[CH:34]=3)[N:29]([CH3:39])[C:28]2=[O:40])[CH2:23][CH2:22]1)[CH3:2]. Procedure details: The same procedure as in Example 48 was repeated, using 335 mg (0.61 mmol) of Compound 47 obtained in Example 47, except that propyl iodide was used in place of methyl iodide, to give 164 mg (yield: 46%) of Compound 49 as white crystals. The reactants are C(Cl)Cl (CH2Cl2), C([O-])([O-])=O.[Na+].[Na+] (sodium carbonate), ClC1=CN=CC(=N1)NCC1CCOCC1 (6-chloro-N-((tetrahydro-2H-pyran-4-yl)methyl)pyrazin-2-amine), ClC=1C(=CC(=NC1)F)B(O)O (5-chloro-2-fluoropyridin-4-ylboronic acid). The reagents and catalysts are C1=CC=C(C=C1)P([C-]2C=CC=C2)C3=CC=CC=C3.C1=CC=C(C=C1)P([C-]2C=CC=C2)C3=CC=CC=C3.Cl[Pd]Cl.[Fe+2] (PdCl2(dppf)). Solvent: CO (methanol), C(C)(=O)OCC (ethyl acetate), COCCOC (DME). Product: ClC=1C(=CC(=NC1)F)C1=CN=CC(=N1)NCC1CCOCC1 (6-(5-chloro-2-fluoropyridin-4-yl)-N-((tetrahydro-2H-pyran-4-yl)methyl)pyrazin-2-amine). The yield is 49.8%. As a reaction SMILES: Cl[C:2]1[N:7]=[C:6]([NH:8][CH2:9][CH:10]2[CH2:15][CH2:14][O:13][CH2:12][CH2:11]2)[CH:5]=[N:4][CH:3]=1.[Cl:16][C:17]1[C:18](B(O)O)=[CH:19][C:20]([F:23])=[N:21][CH:22]=1.C(Cl)Cl.C(=O)([O-])[O-].[Na+].[Na+]>C1C=CC(P(C2C=CC=CC=2)[C-]2C=CC=C2)=CC=1.C1C=CC(P(C2C=CC=CC=2)[C-]2C=CC=C2)=CC=1.Cl[Pd]Cl.[Fe+2].CO.C(OCC)(=O)C.COCCOC>[Cl:16][C:17]1[C:18]([C:2]2[N:7]=[C:6]([NH:8][CH2:9][CH:10]3[CH2:15][CH2:14][O:13][CH2:12][CH2:11]3)[CH:5]=[N:4][CH:3]=2)=[CH:19][C:20]([F:23])=[N:21][CH:22]=1 |f:3.4.5,6.7.8.9|. Procedure: A mixture of 6-chloro-N-((tetrahydro-2H-pyran-4-yl)methyl)pyrazin-2-amine (1390 mg, 6.10 mmol), 5-chloro-2-fluoropyridin-4-ylboronic acid (2141 mg, 12.21 mmol), PdCl2(dppf).CH2Cl2 adduct (399 mg, 0.488 mmol), DME (24 ml) and 2M sodium carbonate (9.16 ml, 18.31 mmol) was stirred at 110-115° C. for 90 min and the reaction progress was followed by LCMS. The reaction mixture was cooled, 30 ml of ethyl acetate and 20 ml of methanol were added, filtered and concentrated to crude product. The crude was... Reactants: [Si](C)(C)(C(C)(C)C)OCC[C@H](CN1C=C(C=2C1=NC=CC2)CC(=O)OC)NS(=O)(=O)C2=CC=C(C=C2)F (methyl [1-((2R)-4-{[tert-butyl(dimethyl)silyl]oxy}-2-{[(4-fluorophenyl)sulfonyl]amino}butyl)-1H-pyrrolo[2,3-b]pyridin-3-yl]acetate), CCCC[N+](CCCC)(CCCC)CCCC.[F-] (TBAF). Run in ClCCl (dichloromethane). Yields the product FC1=CC=C(C=C1)S(=O)(=O)N[C@@H](CN1C=C(C=2C1=NC=CC2)CC(=O)OC)CCO (Methyl [1-((2R)-2-{[(4-fluorophenyl)sulfonyl]amino}-4-hydroxybutyl)-1H-pyrrolo[2,3-b]pyridin-3-yl]acetate). Isolated yield 88.6%. As a reaction SMILES: [Si]([O:8][CH2:9][CH2:10][C@@H:11]([NH:27][S:28]([C:31]1[CH:36]=[CH:35][C:34]([F:37])=[CH:33][CH:32]=1)(=[O:30])=[O:29])[CH2:12][N:13]1[C:17]2=[N:18][CH:19]=[CH:20][CH:21]=[C:16]2[C:15]([CH2:22][C:23]([O:25][CH3:26])=[O:24])=[CH:14]1)(C(C)(C)C)(C)C.CCCC[N+](CCCC)(CCCC)CCCC.[F-]>ClCCl>[F:37][C:34]1[CH:35]=[CH:36][C:31]([S:28]([NH:27][C@H:11]([CH2:10][CH2:9][OH:8])[CH2:12][N:13]2[C:17]3=[N:18][CH:19]=[CH:20][CH:21]=[C:16]3[C:15]([CH2:22][C:23]([O:25][CH3:26])=[O:24])=[CH:14]2)(=[O:30])=[O:29])=[CH:32][CH:33]=1 |f:1.2|. Procedure details: To a solution of methyl [1-((2R)-4-{[tert-butyl(dimethyl)silyl]oxy}-2-{[(4-fluorophenyl)sulfonyl]amino}butyl)-1H-pyrrolo[2,3-b]pyridin-3-yl]acetate (1.2 g, 2.2 mmol) in dichloromethane (40 mL) was added 1 M TBAF (4.8 mL, 2.2 equiv.). After a period of 0.5 h the reaction mixture was quenched with 25% aqueous ammonium acetate, the organic phase was separated, dried over sodium sulfate, filtered and evaporated under reduced pressure. The residue was purified on combiflash (20% ethyl acetate in hexa...